Task: describe an organic reaction: reactants, conditions, products, and yield. Dataset: the Open Reaction Database (ORD), a public repository of structured organic reaction records Starting materials: C(C)(=O)C(C(=O)OCC)C(CC(C1=CC=CC=C1)=O)C1=CC=C(C=C1)F (α-acetyl-β-(4-fluorophenyl)-δ-oxobenzenepentanoic acid, ethyl ester), Cl.NO (hydroxylamine hydrochloride), ice, [NH4+].[OH-] (NH4OH). The solvent is CC(=O)O (HOAc), O (H2O). The product is FC1=CC=C(C=C1)C1=C(C(=NC(=C1)C1=CC=CC=C1)C)C(=O)OCC (4-(4-fluorophenyl)-2-methyl-6-phenyl-3-pyridinecarboxylic acid, ethyl ester). RXN SMILES: [C:1]([CH:4]([CH:10]([C:20]1[CH:25]=[CH:24][C:23]([F:26])=[CH:22][CH:21]=1)[CH2:11][C:12](=O)[C:13]1[CH:18]=[CH:17][CH:16]=[CH:15][CH:14]=1)[C:5]([O:7][CH2:8][CH3:9])=[O:6])(=O)[CH3:2].Cl.[NH2:28]O.[NH4+].[OH-]>CC(O)=O.O>[F:26][C:23]1[CH:24]=[CH:25][C:20]([C:10]2[CH:11]=[C:12]([C:13]3[CH:18]=[CH:17][CH:16]=[CH:15][CH:14]=3)[N:28]=[C:1]([CH3:2])[C:4]=2[C:5]([O:7][CH2:8][CH3:9])=[O:6])=[CH:21][CH:22]=1 |f:1.2,3.4|. Procedure details: A mixture of α-acetyl-β-(4-fluorophenyl)-δ-oxobenzenepentanoic acid, ethyl ester (6.12 gm) and hydroxylamine hydrochloride (3.61 gm, 52 mmol) in glacial HOAc (83 ml) was refluxed for 1 hour. The reaction was cooled to room temperature and poured into an ice cold solution of concentrated NH4OH (115 ml) in H2O (300 ml). The resulting mixture was extracted twice with Et2O and the combined Et2O layers were washed with brine, dried (Na2SO4), filtered and stripped to yield a dark gummy residue. The re... Reactants: C(=CC1=CC=CC=C1)S(=O)(=O)[O-].[Na+] (sodium styrene sulfonate), C(C)(C)O (isopropyl alcohol), ion, Cl.Cl.N(=NC(C(=N)N)(C)C)C(C(=N)N)(C)C (2,2′-azobis(2-methylpropionamidine)dihydrochloride), C(C(=C)C)(=O)OC (methyl methacrylate). Solvent: O (water). Conditions: time 2 hour. The product is C(C(=C)C)(=O)OC.C(=CC1=CC=CC=C1)S(=O)(=O)[O-].[Na+] (methyl methacrylate sodium styrene sulfonate). RXN SMILES: C(O)(C)C.[C:5]([O:10][CH3:11])(=[O:9])[C:6]([CH3:8])=[CH2:7].[CH:12]([S:20]([O-:23])(=[O:22])=[O:21])=[CH:13][C:14]1[CH:19]=[CH:18][CH:17]=[CH:16][CH:15]=1.[Na+:24].Cl.Cl.N(C(C)(C)C(N)=N)=NC(C)(C)C(N)=N>O>[C:5]([O:10][CH3:11])(=[O:9])[C:6]([CH3:8])=[CH2:7].[CH:12]([S:20]([O-:23])(=[O:21])=[O:22])=[CH:13][C:14]1[CH:19]=[CH:18][CH:17]=[CH:16][CH:15]=1.[Na+:24] |f:2.3,4.5.6,8.9.10|. Procedure: A 1 L four-necked flask was charged with 225 g of isopropyl alcohol (manufactured by Kishida Chemical Co., Ltd.), 225 g of ion exchanged water, 15 g of methyl methacrylate (manufactured by Wako Pure Chemical Industries, Ltd.), and 35 g of sodium styrene sulfonate (manufactured by Wako Pure Chemical Industries, Ltd.), and 8.3 g of 2,2′-azobis(2-methylpropionamidine)dihydrochloride (V-50, manufactured by Wako Pure Chemical Industries, Ltd.) was added as an initiator. Of this mixture, 101.6 g (20 w... Reactants: ClC=1C=C(COC2=CC=C(C=C2)[C@@H]2OC=3C(=CC=4C[C@H](N(CC4C3)[C@H](CC)C3=CC=CC=C3)C(=O)O)OC2)C=CC1Cl ((3S,8S)-3-[4-(3,4-Dichloro-benzyloxy)-phenyl]-7-((R)-1-phenyl-propyl)-2,3,6,7,8,9-hexahydro-[1,4]dioxino[2,3-g]isoquinoline-8-carboxylic acid), COC([C@H](CC1=CC=C(C=C1)C1=CC=C(C=C1)C#N)N)=O ((S)-2-amino-3-(4′-cyano-biphenyl-4-yl)-propionic acid methyl ester). Product: COC([C@H](CC1=CC=C(C=C1)C1=CC=C(C=C1)C#N)NC(=O)[C@H]1N(CC=2C=C3C(=CC2C1)OC[C@@H](O3)C3=CC=C(C=C3)OCC3=CC(=C(C=C3)Cl)Cl)[C@H](CC)C3=CC=CC=C3)=O ((S)-3-(4′-cyano-biphenyl-4-yl)-2-{[(3S,8S)-3-[4-(3,4-dichloro-benzyloxy)-phenyl]-7-((R)-1-phenyl-propyl)-2,3,6,7,8,9-hexahydro-[1,4]dioxino[2,3-g]isoquinoline-8-carbonyl]-amino}-propionic acid methyl ester). Reaction SMILES: [Cl:1][C:2]1[CH:3]=[C:4]([CH:39]=[CH:40][C:41]=1[Cl:42])[CH2:5][O:6][C:7]1[CH:12]=[CH:11][C:10]([C@H:13]2[CH2:38][O:37][C:16]3=[CH:17][C:18]4[CH2:19][C@@H:20]([C:34](O)=[O:35])[N:21]([C@@H:25]([C:28]5[CH:33]=[CH:32][CH:31]=[CH:30][CH:29]=5)[CH2:26][CH3:27])[CH2:22][C:23]=4[CH:24]=[C:15]3[O:14]2)=[CH:9][CH:8]=1.[CH3:43][O:44][C:45](=[O:63])[C@@H:46]([NH2:62])[CH2:47][C:48]1[CH:53]=[CH:52][C:51]([C:54]2[CH:59]=[CH:58][C:57]([C:60]#[N:61])=[CH:56][CH:55]=2)=[CH:50][CH:49]=1>>[CH3:43][O:44][C:45](=[O:63])[C@@H:46]([NH:62][C:34]([C@@H:20]1[CH2:19][C:18]2[CH:17]=[C:16]3[O:37][CH2:38][C@H:13]([C:10]4[CH:9]=[CH:8][C:7]([O:6][CH2:5][C:4]5[CH:39]=[CH:40][C:41]([Cl:42])=[C:2]([Cl:1])[CH:3]=5)=[CH:12][CH:11]=4)[O:14][C:15]3=[CH:24][C:23]=2[CH2:22][N:21]1[C@@H:25]([C:28]1[CH:33]=[CH:32][CH:31]=[CH:30][CH:29]=1)[CH2:26][CH3:27])=[O:35])[CH2:47][C:48]1[CH:53]=[CH:52][C:51]([C:54]2[CH:59]=[CH:58][C:57]([C:60]#[N:61])=[CH:56][CH:55]=2)=[CH:50][CH:49]=1. Procedure details: (3S,8S)-3-[4-(3,4-Dichloro-benzyloxy)-phenyl]-7-((R)-1-phenyl-propyl)-2,3,6,7,8,9-hexahydro-[1,4]dioxino[2,3-g]isoquinoline-8-carboxylic acid (75 mg) was coupled with (S)-2-amino-3-(4′-cyano-biphenyl-4-yl)-propionic acid methyl ester according to General Procedure L to give (S)-3-(4′-cyano-biphenyl-4-yl)-2-{[(3S,8S)-3-[4-(3,4-dichloro-benzyloxy)-phenyl]-7-((R)-1-phenyl-propyl)-2,3,6,7,8,9-hexahydro-[1,4]dioxino[2,3-g]isoquinoline-8-carbonyl]-amino}-propionic acid methyl ester (30 mg). LCMS (m/z)... Starting materials: ClCCl, O=C1CCC(=O)N1Cl, O=C(c1ccccc1F)c1cccc2c1NCC2. The product is O=C(c1ccccc1F)c1cc(Cl)cc2c1NCC2. RXN SMILES: [CH2:27]([Cl:28])[Cl:29].[Cl:19][N:20]1[C:21](=[O:22])[CH2:23][CH2:24][C:25]1=[O:26].[F:1][c:2]1[c:3]([C:4](=[O:5])[c:6]2[cH:7][cH:8][cH:9][c:10]3[c:14]2[NH:13][CH2:12][CH2:11]3)[cH:15][cH:16][cH:17][cH:18]1>>[F:1][c:2]1[c:3]([C:4](=[O:5])[c:6]2[cH:7][c:8]([Cl:19])[cH:9][c:10]3[c:14]2[NH:13][CH2:12][CH2:11]3)[cH:15][cH:16][cH:17][cH:18]1.